From a dataset of the Open Reaction Database (ORD), a public repository of structured organic reaction records. describe an organic reaction: reactants, conditions, products, and yield Reactants: C(C)(C)(C)O[C@H](C(=O)O)C1=C(C2=C(N=C(S2)N2C(N(CCC2)C=2C=C3C=NN(C3=CC2)C)=O)C=C1C)C1=CC=C(C=C1)Cl ((S)-2-tert-butoxy-2-(7-(4-chlorophenyl)-5-methyl-2-(3-(1-methyl-1H-indazol-5-yl)-2-oxotetrahydropyrimidin-1(2H)-yl)benzo[d]thiazol-6-yl)acetic acid), N1C(NCC1)=O (imidazolidin-2-one). Yields the product C(C)(C)(C)O[C@H](C(=O)O)C1=C(C2=C(N=C(S2)N2C(N(CC2)C=2C=C3C=NN(C3=CC2)C)=O)C=C1C)C1=CC=C(C=C1)Cl ((S)-2-tert-butoxy-2-(7-(4-chlorophenyl)-5-methyl-2-(3-(1-methyl-1H-indazol-5-yl)-2-oxoimidazolidin-1-yl)benzo[d]thiazol-6-yl)acetic acid). RXN SMILES: [C:1]([O:5][C@@H:6]([C:10]1[C:35]([CH3:36])=[CH:34][C:13]2[N:14]=[C:15]([N:17]3C[CH2:21][CH2:20][N:19]([C:23]4[CH:24]=[C:25]5[C:29](=[CH:30][CH:31]=4)[N:28]([CH3:32])[N:27]=[CH:26]5)[C:18]3=[O:33])[S:16][C:12]=2[C:11]=1[C:37]1[CH:42]=[CH:41][C:40]([Cl:43])=[CH:39][CH:38]=1)[C:7]([OH:9])=[O:8])([CH3:4])([CH3:3])[CH3:2].N1CCNC1=O>>[C:1]([O:5][C@@H:6]([C:10]1[C:35]([CH3:36])=[CH:34][C:13]2[N:14]=[C:15]([N:17]3[CH2:21][CH2:20][N:19]([C:23]4[CH:24]=[C:25]5[C:29](=[CH:30][CH:31]=4)[N:28]([CH3:32])[N:27]=[CH:26]5)[C:18]3=[O:33])[S:16][C:12]=2[C:11]=1[C:37]1[CH:38]=[CH:39][C:40]([Cl:43])=[CH:41][CH:42]=1)[C:7]([OH:9])=[O:8])([CH3:2])([CH3:4])[CH3:3]. Procedure: (S)-2-tert-butoxy-2-(7-(4-chlorophenyl)-5-methyl-2-(3-(1-methyl-1H-indazol-5-yl)-2-oxoimidazolidin-1-yl)benzo[d]thiazol-6-yl)acetic acid (1.3 mg) was prepared in a similar manner as compound (S)-2-tert-butoxy-2-(7-(4-chlorophenyl)-5-methyl-2-(3-(1-methyl-1H-indazol-5-yl)-2-oxotetrahydropyrimidin-1(2H)-yl)benzo[d]thiazol-6-yl)acetic acid except using imidazolidin-2-one instead of tetrahydropyrimidin-2(1H)-one. LCMS-ESI+: calc'd for C31H30ClN5O4S: 604.2 (M+H+); Found: 604.2 (M+H+); 1H-NMR 400 MHz,... The reactants are O=C([O-])[O-], CCc1nc2ccccc2[nH]1, Cn1c(CN2CCN(C3COC3)CC2(C)C)nc2c(N3CCOCC3)nc(Cl)nc21, [Cs+], [Cs+], C1COCCO1, O=C(C=Cc1ccccc1)C=Cc1ccccc1, O=C(C=Cc1ccccc1)C=Cc1ccccc1, O=C(C=Cc1ccccc1)C=Cc1ccccc1, [Pd], [Pd]. The product is CCc1nc2ccccc2n1-c1nc(N2CCOCC2)c2nc(CN3CCN(C4COC4)CC3(C)C)n(C)c2n1. RXN SMILES: [C:42](=[O:43])([O-:44])[O-:45].[CH2:31]([CH3:32])[c:33]1[nH:34][c:35]2[c:36]([n:37]1)[cH:38][cH:39][cH:40][cH:41]2.[Cl:1][c:2]1[n:3][c:4]([N:25]2[CH2:26][CH2:27][O:28][CH2:29][CH2:30]2)[c:5]2[n:6][c:7]([CH2:12][N:13]3[C:14]([CH3:23])([CH3:24])[CH2:15][N:16]([CH:19]4[CH2:20][O:21][CH2:22]4)[CH2:17][CH2:18]3)[n:8]([CH3:11])[c:9]2[n:10]1.[Cs+:46].[Cs+:47].[O:48]1[CH2:49][CH2:50][O:51][CH2:52][CH2:53]1.[O:56]=[C:57]([CH:58]=[CH:59][c:60]1[cH:61][cH:62][cH:63][cH:64][cH:65]1)[CH:66]=[CH:67][c:68]1[cH:69][cH:70][cH:71][cH:72][cH:73]1.[O:74]=[C:75]([CH:76]=[CH:77][c:78]1[cH:79][cH:80][cH:81][cH:82][cH:83]1)[CH:84]=[CH:85][c:86]1[cH:87][cH:88][cH:89][cH:90][cH:91]1.[O:92]=[C:93]([CH:94]=[CH:95][c:96]1[cH:97][cH:98][cH:99][cH:100][cH:101]1)[CH:102]=[CH:103][c:104]1[cH:105][cH:106][cH:107][cH:108][cH:109]1.[Pd:54].[Pd:55]>>[c:2]1(-[n:34]2[c:33]([CH2:31][CH3:32])[n:37][c:36]3[c:35]2[cH:41][cH:40][cH:39][cH:38]3)[n:3][c:4]([N:25]2[CH2:26][CH2:27][O:28][CH2:29][CH2:30]2)[c:5]2[n:6][c:7]([CH2:12][N:13]3[C:14]([CH3:23])([CH3:24])[CH2:15][N:16]([CH:19]4[CH2:20][O:21][CH2:22]4)[CH2:17][CH2:18]3)[n:8]([CH3:11])[c:9]2[n:10]1. Reactants: NCC1CC1, ClCc1nnc2n1-c1ccccc1C(c1ccccc1)=NC2, Cl, [I-], [K+], [K+], C1CCOC1, [OH-]. The product is c1ccc(C2=NCc3nnc(CNCC4CC4)n3-c3ccccc32)cc1. RXN SMILES: [CH:4]1([CH2:7][NH2:8])[CH2:5][CH2:6]1.[Cl:9][CH2:10][c:11]1[n:12][n:13][c:14]2[n:15]1-[c:16]1[c:17]([cH:27][cH:28][cH:29][cH:30]1)[C:18]([c:21]1[cH:22][cH:23][cH:24][cH:25][cH:26]1)=[N:19][CH2:20]2.[ClH:3].[I-:32].[K+:2].[K+:31].[O:33]1[CH2:34][CH2:35][CH2:36][CH2:37]1.[OH-:1]>>[CH:4]1([CH2:7][NH:8][CH2:10][c:11]2[n:12][n:13][c:14]3[n:15]2-[c:16]2[c:17]([cH:27][cH:28][cH:29][cH:30]2)[C:18]([c:21]2[cH:22][cH:23][cH:24][cH:25][cH:26]2)=[N:19][CH2:20]3)[CH2:5][CH2:6]1. Starting materials: COC1=CN=C2C(=CC=NC2=C1)N(C1=CC=C(C=C1)[N+](=O)[O-])C (7-methoxy-N-methyl-N-(4-nitrophenyl)-1,5-naphthyridin-4-amine), [H][H] (hydrogen). Reagents/catalysts: [Pd] (palladium on carbon). Run in CO (MeOH), CCOC(=O)C (EtOAc). Conditions: time 4 hour. Yields the product COC1=CN=C2C(=CC=NC2=C1)N(C1=CC=C(C=C1)N)C (N1-(7-methoxy-1,5-naphthyridin-4-yl)-N1-methylbenzene-1,4-diamine). RXN SMILES: [CH3:1][O:2][C:3]1[CH:12]=[C:11]2[C:6]([C:7]([N:13]([CH3:23])[C:14]3[CH:19]=[CH:18][C:17]([N+:20]([O-])=O)=[CH:16][CH:15]=3)=[CH:8][CH:9]=[N:10]2)=[N:5][CH:4]=1.[H][H]>CO.[Pd].CCOC(C)=O>[CH3:1][O:2][C:3]1[CH:12]=[C:11]2[C:6]([C:7]([N:13]([CH3:23])[C:14]3[CH:19]=[CH:18][C:17]([NH2:20])=[CH:16][CH:15]=3)=[CH:8][CH:9]=[N:10]2)=[N:5][CH:4]=1. Reported procedure: To a mixture of 7-methoxy-N-methyl-N-(4-nitrophenyl)-1,5-naphthyridin-4-amine (0.233 g, 0.751 mmol) in MeOH (10 mL) at RT was added a suspension of 10% palladium on carbon (0.0799 g, 0.751 mmol) in EtOAc (10 mL). The mixture was exposed to an atmosphere of hydrogen (balloon). After 4 h, the mixture was filtered over celite and concentrated in vacuo. The crude yellow foam, N1-(7-methoxy-1,5-naphthyridin-4-yl)-NI-methylbenzene-1,4-diamine, was advanced without further purification. MH+=281.2@1.21 ... Starting materials: CCO, [Na+], CCOC(=O)c1nc2ccccn2c1COc1ccccc1, [OH-]. The product is [Na+], O=C([O-])c1nc2ccccn2c1COc1ccccc1. Reaction SMILES: [CH3:25][CH2:26][OH:27].[Na+:24].[O:1]([c:2]1[cH:3][cH:4][cH:5][cH:6][cH:7]1)[CH2:8][c:9]1[c:10]([C:18](=[O:19])[O:20][CH2:21][CH3:22])[n:11][c:12]2[n:13]1[cH:14][cH:15][cH:16][cH:17]2.[OH-:23]>>[Na+:24].[O:1]([c:2]1[cH:3][cH:4][cH:5][cH:6][cH:7]1)[CH2:8][c:9]1[c:10]([C:18](=[O:19])[O-:20])[n:11][c:12]2[n:13]1[cH:14][cH:15][cH:16][cH:17]2. The reactants are ClC=1C(=C(C(N(N1)CC=1C(=NC(=CC1)C(F)(F)F)C)=O)C1=CC=NC=C1)C1=CC=C(C=C1)Cl (6-chloro-5-(4-chlorophenyl)-2-((2-methyl-6-(trifluoromethyl)pyridin-3-yl)methyl)-4-(pyridin-4-yl)pyridazin-3(2H)-one), 1-BuOH, O.NN (hydrazine hydrate). Conditions: temperature 130 celsius, time 8 hour. The product is ClC1=CC=C(C=C1)C1=C(C(N(N=C1NN)CC=1C(=NC(=CC1)C(F)(F)F)C)=O)C1=CC=NC=C1 (5-(4-chlorophenyl)-6-hydrazinyl-2-((2-methyl-6-(trifluoromethyl)pyridin-3-yl)methyl)-4-(pyridin-4-yl)pyridazin-3(2H)-one). RXN SMILES: Cl[C:2]1[C:3]([C:27]2[CH:32]=[CH:31][C:30]([Cl:33])=[CH:29][CH:28]=2)=[C:4]([C:21]2[CH:26]=[CH:25][N:24]=[CH:23][CH:22]=2)[C:5](=[O:20])[N:6]([CH2:8][C:9]2[C:10]([CH3:19])=[N:11][C:12]([C:15]([F:18])([F:17])[F:16])=[CH:13][CH:14]=2)[N:7]=1.O.[NH2:35][NH2:36]>>[Cl:33][C:30]1[CH:31]=[CH:32][C:27]([C:3]2[C:2]([NH:35][NH2:36])=[N:7][N:6]([CH2:8][C:9]3[C:10]([CH3:19])=[N:11][C:12]([C:15]([F:17])([F:18])[F:16])=[CH:13][CH:14]=3)[C:5](=[O:20])[C:4]=2[C:21]2[CH:22]=[CH:23][N:24]=[CH:25][CH:26]=2)=[CH:28][CH:29]=1 |f:1.2|. Procedure: To a round bottom flask was added 6-chloro-5-(4-chlorophenyl)-2-((2-methyl-6-(trifluoromethyl)pyridin-3-yl)methyl)-4-(pyridin-4-yl)pyridazin-3(2H)-one (900 mg, 1.833 mmol), 1-BuOH (2 ml) and hydrazine hydrate (5 ml). The reaction was heated to 130° C. and stirred at that temperature for 8 hrs. After this time the reaction was cooled to rt and concentrated under reduced pressure. The reaction was poured into a separatory funnel and partitioned between EtOAc (50 ml) and water (20 ml). The layers w...